From a dataset of the Open Reaction Database (ORD), a public repository of structured organic reaction records. describe an organic reaction: reactants, conditions, products, and yield Conditions: time 22 hour. Reaction SMILES: [CH2:1]([O:8][C@H:9]1[C@H:15]([O:16][CH2:17][C:18]2[CH:23]=[CH:22][CH:21]=[CH:20][CH:19]=2)[C@H:14]([O:24][CH2:25][C:26]2[CH:31]=[CH:30][CH:29]=[CH:28][CH:27]=2)[C@H:13]([CH3:32])[O:12][CH:10]1[OH:11])[C:2]1[CH:7]=[CH:6][CH:5]=[CH:4][CH:3]=1.C1C[O:36][CH2:35][CH2:34]1>ClCCCl.C(OC(=O)C)(=O)C.N1C=CC=CC=1.C(OCC)(=O)C>[C:35]([O:11][CH:10]1[O:12][C@@H:13]([CH3:32])[C@@H:14]([O:24][CH2:25][C:26]2[CH:31]=[CH:30][CH:29]=[CH:28][CH:27]=2)[C@@H:15]([O:16][CH2:17][C:18]2[CH:19]=[CH:20][CH:21]=[CH:22][CH:23]=2)[C@@H:9]1[O:8][CH2:1][C:2]1[CH:3]=[CH:4][CH:5]=[CH:6][CH:7]=1)(=[O:36])[CH3:34]. The yield is 99.0%. The reactants are C(C1=CC=CC=C1)O[C@@H]1C(O)O[C@H]([C@H]([C@H]1OCC1=CC=CC=C1)OCC1=CC=CC=C1)C (2,3,4-tri-O-benzyl-L-fucopyranose), C1CCOC1 (THF). Solvent: ClCCCl (1,2-dichloroethane), C(C)(=O)OC(C)=O (acetic anhydride), N1=CC=CC=C1 (pyridine), C(C)(=O)OCC (ethyl acetate). Reported procedure: To a stirred solution of 500 g of 2,3,4-tri-O-benzyl-L-fucopyranose (1.15 mole) (Pfanstiehl, Inc.) in 500 ml 1,2-dichloroethane or 550 ml THF, 240 ml acetic anhydride, 135 ml pyridine was added, and the mixture stirred at room temperature for 22 hours. Subsequently, the reaction was diluted with ethyl acetate, washed with water, saturated with sodium bicarbonate and again with water. The solvents were moved in vacuo and azeotroped with toluene. The white solid was placed on a vacuum line, which ... Yields the product C(C)(=O)OC1[C@@H](OCC2=CC=CC=C2)[C@H](OCC2=CC=CC=C2)[C@H](OCC2=CC=CC=C2)[C@@H](O1)C (1-O-Acetyl-2,3,4-tri-O-benzyl-L-fucopyranose). Starting materials: CCOC(C)=O, CCCCCC, FC(F)(F)c1n[nH]c(-c2ccccc2)c1Cl, COc1cc(N2CCN(C(=O)CCl)C(C)C2)ccc1Cl, [K+], [K+], O=C([O-])[O-], CN(C)C=O. The product is COc1cc(N2CCN(C(=O)Cn3nc(-c4ccccc4)c(Cl)c3C(F)(F)F)C(C)C2)ccc1Cl. Reaction SMILES: [C:48]([O:49][CH2:50][CH3:51])(=[O:52])[CH3:53].[CH3:54][CH2:55][CH2:56][CH2:57][CH2:58][CH3:59].[Cl:1][c:2]1[c:3]([C:13]([F:14])([F:15])[F:16])[n:4][nH:5][c:6]1-[c:7]1[cH:8][cH:9][cH:10][cH:11][cH:12]1.[Cl:23][CH2:24][C:25](=[O:26])[N:27]1[CH:28]([CH3:42])[CH2:29][N:30]([c:33]2[cH:34][c:35]([O:40][CH3:41])[c:36]([Cl:39])[cH:37][cH:38]2)[CH2:31][CH2:32]1.[K+:17].[K+:18].[O-:19][C:20]([O-:21])=[O:22].[O:43]=[CH:44][N:45]([CH3:46])[CH3:47]>>[Cl:1][c:2]1[c:3]([C:13]([F:14])([F:15])[F:16])[n:4]([CH2:24][C:25](=[O:26])[N:27]2[CH:28]([CH3:42])[CH2:29][N:30]([c:33]3[cH:34][c:35]([O:40][CH3:41])[c:36]([Cl:39])[cH:37][cH:38]3)[CH2:31][CH2:32]2)[n:5][c:6]1-[c:7]1[cH:8][cH:9][cH:10][cH:11][cH:12]1. Reactants: COC=C(C(=O)OC)c1ccccc1CBr, CC(=O)O, CN(C)C=O, CC(=NO)c1nn(C)c2cc(OCC3CC3(Cl)Cl)c(F)cc12, [H-], [Na+]. The product is COC=C(C(=O)OC)c1ccccc1CON=C(C)c1nn(C)c2cc(OCC3CC3(Cl)Cl)c(F)cc12. Reaction SMILES: [CH3:25][O:26][C:27]([C:28](=[CH:29][O:30][CH3:31])[c:32]1[c:33]([CH2:38][Br:39])[cH:34][cH:35][cH:36][cH:37]1)=[O:40].[CH3:41][C:42](=[O:43])[OH:44].[CH3:45][N:46]([CH3:47])[CH:48]=[O:49].[Cl:1][C:2]1([Cl:22])[CH:3]([CH2:5][O:6][c:7]2[c:8]([F:21])[cH:9][c:10]3[c:11]([C:17]([CH3:18])=[N:19][OH:20])[n:12][n:13]([CH3:16])[c:14]3[cH:15]2)[CH2:4]1.[H-:23].[Na+:24]>>[Cl:1][C:2]1([Cl:22])[CH:3]([CH2:5][O:6][c:7]2[c:8]([F:21])[cH:9][c:10]3[c:11]([C:17]([CH3:18])=[N:19][O:20][CH2:38][c:33]4[c:32]([C:28]([C:27]([O:26][CH3:25])=[O:40])=[CH:29][O:30][CH3:31])[cH:37][cH:36][cH:35][cH:34]4)[n:12][n:13]([CH3:16])[c:14]3[cH:15]2)[CH2:4]1. Reactants: Cl (HCl), BrC1=C(C=C2C(C(NC2=C1)=O)=O)F (6-bromo-5-fluoro-1H-indole-2,3-dione), [OH-].[Na+] (NaOH), mixture, OO (hydrogen peroxide). Reaction conditions: temperature 0 celsius, time 3 hour. Yields the product NC1=C(C(=O)O)C=C(C(=C1)Br)F (2-Amino-4-bromo-5-fluoro-benzoic acid). The yield is 25.0%. Reaction SMILES: [Br:1][C:2]1[CH:10]=[C:9]2[C:5]([C:6](=[O:12])C(=O)[NH:8]2)=[CH:4][C:3]=1[F:13].[OH-:14].[Na+].OO.Cl>>[NH2:8][C:9]1[CH:10]=[C:2]([Br:1])[C:3]([F:13])=[CH:4][C:5]=1[C:6]([OH:12])=[O:14] |f:1.2|. Reported procedure: To a 100 mL round bottom flask, 6-bromo-5-fluoro-1H-indole-2,3-dione (3 g, 0.0121 mol) and 2N NaOH (15 mL) were added and cooled the reaction vessel to 0° C. To this reaction mixture 30% hydrogen peroxide (10.5 mL) was slowly added. The reaction mixture was stirred at 0° C. for 3 h. Subsequently, the reaction mixture was acidified with 2 N HCl at 0° C. [pH-5] to afford the solid compound. The solid material was collected by filtration and dried to obtain the title compound (700 mg, 25%). 1H NMR ...